From a dataset of the Open Reaction Database (ORD), a public repository of structured organic reaction records. describe an organic reaction: reactants, conditions, products, and yield Starting materials: FC(C=1C=C(CN(C2=NC=C(C=N2)N2CCOCC2)CC2=C(C=CC(=C2)C(F)(F)F)C2=C(C=CC=C2)OCCCC(=O)OCC)C=C(C1)C(F)(F)F)(F)F (Ethyl 4-(2′-{[(3,5-bis-trifluoromethyl-benzyl)-(5-morpholin-4-yl-pyrimidin-2-yl)-amino]-methyl}-4′-trifluoromethyl-biphenyl-2-yloxy)-butyrate), Cl (hydrochloric acid), C(C)(=O)OCC (ethyl acetate), [OH-].[Na+] (sodium hydroxide). Reaction SMILES: [F:1][C:2]([F:54])([F:53])[C:3]1[CH:4]=[C:5]([CH:46]=[C:47]([C:49]([F:52])([F:51])[F:50])[CH:48]=1)[CH2:6][N:7]([CH2:20][C:21]1[CH:26]=[C:25]([C:27]([F:30])([F:29])[F:28])[CH:24]=[CH:23][C:22]=1[C:31]1[CH:36]=[CH:35][CH:34]=[CH:33][C:32]=1[O:37][CH2:38][CH2:39][CH2:40][C:41]([O:43]CC)=[O:42])[C:8]1[N:13]=[CH:12][C:11]([N:14]2[CH2:19][CH2:18][O:17][CH2:16][CH2:15]2)=[CH:10][N:9]=1.[OH-].[Na+].Cl.C(OCC)(=O)C>C(O)C>[F:54][C:2]([F:1])([F:53])[C:3]1[CH:4]=[C:5]([CH:46]=[C:47]([C:49]([F:50])([F:52])[F:51])[CH:48]=1)[CH2:6][N:7]([CH2:20][C:21]1[CH:26]=[C:25]([C:27]([F:28])([F:29])[F:30])[CH:24]=[CH:23][C:22]=1[C:31]1[CH:36]=[CH:35][CH:34]=[CH:33][C:32]=1[O:37][CH2:38][CH2:39][CH2:40][C:41]([OH:43])=[O:42])[C:8]1[N:13]=[CH:12][C:11]([N:14]2[CH2:15][CH2:16][O:17][CH2:18][CH2:19]2)=[CH:10][N:9]=1 |f:1.2|. Isolated yield 96.5%. Run in C(C)O (ethanol). Yields the product FC(C=1C=C(CN(C2=NC=C(C=N2)N2CCOCC2)CC2=C(C=CC(=C2)C(F)(F)F)C2=C(C=CC=C2)OCCCC(=O)O)C=C(C1)C(F)(F)F)(F)F (4-(2′-{[(3,5-bis-trifluoromethyl-benzyl)-(5-morpholin-4-yl-pyrimidin-2-yl)-amino]-methyl}-4′-trifluoromethyl-biphenyl-2-yloxy)-butyric acid). Reaction conditions: time 2 hour. Procedure: Ethyl 4-(2′-{[(3,5-bis-trifluoromethyl-benzyl)-(5-morpholin-4-yl-pyrimidin-2-yl)-amino]-methyl}-4′-trifluoromethyl-biphenyl-2-yloxy)-butyrate (157 mg) is dissolved in ethanol (4 ml), and thereto is added 1N-aqueous sodium hydroxide solution (1 ml), and the mixture is stirred at room temperature for 2 hours. To the reaction solution are added a 1N-hydrochloric acid and ethyl acetate and the mixture is separated, and the organic layer is washed with a saturated brine, dried over magnesium sulfate,... The reactants are C(C)(C)(C)OC(NN1C=CC=C1)=O (pyrrol-1-yl-carbamic acid tert-butyl ester), FC1=C(CCl)C(=CC=C1)F (2,6-difluorobenzyl chloride), [H-].[Na+] (sodium hydride). Product: C(C)(C)(C)OC(N(N1C=CC=C1)CC1=C(C=CC=C1F)F)=O ((2,6-Difluoro-benzyl)-pyrrol-1-yl-carbamic acid tert-butyl ester). RXN SMILES: [C:1]([O:5][C:6](=[O:13])[NH:7][N:8]1[CH:12]=[CH:11][CH:10]=[CH:9]1)([CH3:4])([CH3:3])[CH3:2].[F:14][C:15]1[CH:22]=[CH:21][CH:20]=[C:19]([F:23])[C:16]=1[CH2:17]Cl.[H-].[Na+]>>[C:1]([O:5][C:6](=[O:13])[N:7]([CH2:17][C:16]1[C:15]([F:14])=[CH:22][CH:21]=[CH:20][C:19]=1[F:23])[N:8]1[CH:12]=[CH:11][CH:10]=[CH:9]1)([CH3:4])([CH3:2])[CH3:3] |f:2.3|. Reported procedure: Prepared according to the benzylation condition used in Example 1 step b) from pyrrol-1-yl-carbamic acid tert-butyl ester (1.0 eq.), 2,6-difluorobenzyl chloride (1.0 eq.) and sodium hydride (1.3 eq.). ESI (m/z): 309 (M+H)+. The reactants are C(OCC1=CC2=CC=CC=C2C=C1)(=O)Cl (Naphthalen-2-ylmethyl carbonochloridate), N1CC=CC1 (2,5-dihydro-1H-pyrrole), C1CCOC1 (THF). Isolated yield 75.0%. Reaction SMILES: [C:1](Cl)(=[O:14])[O:2][CH2:3][C:4]1[CH:13]=[CH:12][C:11]2[C:6](=[CH:7][CH:8]=[CH:9][CH:10]=2)[CH:5]=1.[NH:16]1[CH2:20][CH:19]=[CH:18][CH2:17]1.C1COCC1>C([O-])(O)=O.[Na+]>[N:16]1([C:1]([O:2][CH2:3][C:4]2[CH:13]=[CH:12][C:11]3[C:6](=[CH:7][CH:8]=[CH:9][CH:10]=3)[CH:5]=2)=[O:14])[CH2:20][CH:19]=[CH:18][CH2:17]1 |f:3.4|. Yields the product N1(CC=CC1)C(=O)OCC1=CC2=CC=CC=C2C=C1 (naphthalen-2-ylmethyl 2,5-dihydro-1H-pyrrole-1-carboxylate). Reported procedure: Naphthalen-2-ylmethyl carbonochloridate (31.93 g, 144.7 mmol) was added to a solution of 2,5-dihydro-1H-pyrrole (10 g, 144.7 mmol) in a 1:1 mixture of saturated NaHCO3 (400 mL) and THF (400 mL). The reaction was stirred for 12 hours, condensed to a small volume, diluted with saturated NaHCO3, extracted with CH2Cl2, wash with 1 N HCl, dried over sodium sulfate, filtered and condensed to afford 27.5 g of the desired product as a solid. Reaction conditions: time 12 hour. Solvent: C(=O)(O)[O-].[Na+] (NaHCO3), C(=O)(O)[O-].[Na+] (NaHCO3). Reactants: COC(CNC=1C=NC=CC1C1=C(C=C(C(=C1)F)F)OC)=O ([4-(4,5-difluoro-2-methoxy-phenyl)-pyridin-3-ylamino]-acetic acid methyl ester), CS(=O)(=O)C=1C=C(C(=O)O)C=C(C1)C(F)(F)F (3-methanesulfonyl-5-trifluoromethyl-benzoic acid). Solvent: CCCCCCC.CCOC(=O)C (n-heptane EtOAc). The product is COC(CN(C(C1=CC(=CC(=C1)C(F)(F)F)S(=O)(=O)C)=O)C=1C=NC=CC1C1=C(C=C(C(=C1)F)F)OC)=O ([[4-(4,5-Difluoro-2-methoxy-phenyl)-pyridin-3-yl]-(3-methanesulfonyl-5-trifluoromethyl-benzoyl)-amino]-acetic acid methyl ester). As a reaction SMILES: [CH3:1][O:2][C:3](=[O:22])[CH2:4][NH:5][C:6]1[CH:7]=[N:8][CH:9]=[CH:10][C:11]=1[C:12]1[CH:17]=[C:16]([F:18])[C:15]([F:19])=[CH:14][C:13]=1[O:20][CH3:21].[CH3:23][S:24]([C:27]1[CH:28]=[C:29]([CH:33]=[C:34]([C:36]([F:39])([F:38])[F:37])[CH:35]=1)[C:30](O)=[O:31])(=[O:26])=[O:25]>CCCCCCC.CCOC(C)=O>[CH3:1][O:2][C:3](=[O:22])[CH2:4][N:5]([C:6]1[CH:7]=[N:8][CH:9]=[CH:10][C:11]=1[C:12]1[CH:17]=[C:16]([F:18])[C:15]([F:19])=[CH:14][C:13]=1[O:20][CH3:21])[C:30](=[O:31])[C:29]1[CH:33]=[C:34]([C:36]([F:39])([F:37])[F:38])[CH:35]=[C:27]([S:24]([CH3:23])(=[O:26])=[O:25])[CH:28]=1 |f:2.3|. Reported procedure: The title compound was prepared in analogy to example 90, from [4-(4,5-difluoro-2-methoxy-phenyl)-pyridin-3-ylamino]-acetic acid methyl ester and 3-methanesulfonyl-5-trifluoromethyl-benzoic acid (example 114, intermediate a) and using a gradient of n-heptane:EtOAc (100:0 to 0:80) for the chromatographic purification. Colorless solid (30%). MS (ESI): m/z=559.096 [M+H]+. The reactants are C(C)(C)(C)OC(C1=CC(C(=O)OC(C)(C)C)=CC(=C1)OCCCCCCCCCC(=O)OC)=O (5-(9-methoxycarbonyl-nonyloxy)-isophthalic acid di-tert-butyl ester), [OH-].[Na+] (NaOH), CCOC(=O)C (EtOAc), Cl (HCl). The solvent is C1CCOC1 (THF). Yields the product C(C)(C)(C)OC(C1=CC(C(=O)OC(C)(C)C)=CC(=C1)OCCCCCCCCCC(=O)O)=O (5-(9-Carboxy-nonyloxy)-isophthalic Acid Di-tert-butyl Ester). Reaction SMILES: [C:1]([O:5][C:6](=[O:34])[C:7]1[CH:19]=[C:18]([O:20][CH2:21][CH2:22][CH2:23][CH2:24][CH2:25][CH2:26][CH2:27][CH2:28][CH2:29][C:30]([O:32]C)=[O:31])[CH:17]=[C:9]([C:10]([O:12][C:13]([CH3:16])([CH3:15])[CH3:14])=[O:11])[CH:8]=1)([CH3:4])([CH3:3])[CH3:2].[OH-].[Na+].CCOC(C)=O.Cl>C1COCC1>[C:1]([O:5][C:6](=[O:34])[C:7]1[CH:19]=[C:18]([O:20][CH2:21][CH2:22][CH2:23][CH2:24][CH2:25][CH2:26][CH2:27][CH2:28][CH2:29][C:30]([OH:32])=[O:31])[CH:17]=[C:9]([C:10]([O:12][C:13]([CH3:16])([CH3:15])[CH3:14])=[O:11])[CH:8]=1)([CH3:2])([CH3:3])[CH3:4] |f:1.2|. Procedure: To a solution of 5-(9-methoxycarbonyl-nonyloxy)-isophthalic acid di-tert-butyl ester (162 mg, 0.34 mmol) in THF (2 ml) was added 1 N NaOH (0.35 ml). The mixture was refluxed for 7 h. The mixture was left at room temperature over night before concentration. To the residue EtOAc and 0.1N HCl was added. The aqueous layer was extracted twice with EtOAc. The combined organic layers were washed with brine, dried (Na2SO4) and concentrated to give a clear syrup. The reactants are C1COCCO1, OB(O)C1CC1, Cl[Pd]Cl, CC(C)c1ccc(Cl)c(-c2ccc(Br)cc2CN2C(=O)OC(c3cc(C(F)(F)F)cc(C(F)(F)F)c3)C2C)c1, [K+], [OH-]. Product: CC(C)c1ccc(Cl)c(-c2ccc(C3CC3)cc2CN2C(=O)OC(c3cc(C(F)(F)F)cc(C(F)(F)F)c3)C2C)c1. RXN SMILES: [CH2:48]1[O:49][CH2:50][CH2:51][O:52][CH2:53]1.[CH:40]1([B:43]([OH:44])[OH:45])[CH2:41][CH2:42]1.[Cl:54][Pd:55][Cl:56].[F:1][C:2]([c:3]1[cH:4][c:5]([CH:13]2[CH:14]([CH3:37])[N:15]([CH2:19][c:20]3[c:21](-[c:27]4[c:28]([Cl:36])[cH:29][cH:30][c:31]([CH:33]([CH3:34])[CH3:35])[cH:32]4)[cH:22][cH:23][c:24]([Br:26])[cH:25]3)[C:16](=[O:18])[O:17]2)[cH:6][c:7]([C:9]([F:10])([F:11])[F:12])[cH:8]1)([F:38])[F:39].[K+:47].[OH-:46]>>[F:1][C:2]([c:3]1[cH:4][c:5]([CH:13]2[CH:14]([CH3:37])[N:15]([CH2:19][c:20]3[c:21](-[c:27]4[c:28]([Cl:36])[cH:29][cH:30][c:31]([CH:33]([CH3:34])[CH3:35])[cH:32]4)[cH:22][cH:23][c:24]([CH:40]4[CH2:41][CH2:42]4)[cH:25]3)[C:16](=[O:18])[O:17]2)[cH:6][c:7]([C:9]([F:10])([F:11])[F:12])[cH:8]1)([F:38])[F:39]. The reactants are C(C)(C)(C)OC(=O)N1CCN(CC1)C=1C(N(N=C(C1C)C1=CC(=C(C=C1)C)F)CC(C)C)=O (4-(4-tert-butoxycarbonyl-1-piperazinyl)-methyl-6-(3-fluoro-4-methylphenyl)-2-isobutyl-2H-pyridazin-3-one), ClC=1C=C(C=CC1OC)C=1C(=C(C(N(N1)CC(C)C)=O)OS(=O)(=O)C)C (6-(3-chloro-4-methoxyphenyl)-2-isobutyl-4-methanesulfonyloxy-methyl-2H-pyridazin-3-one), N1(CCNCC1)C(=O)OC(C)(C)C (tert-butyl 1-piperazine-carboxylate). Product: C(C)(C)(C)OC(=O)N1CCN(CC1)CC=1C(N(N=C(C1)C1=CC(=C(C=C1)OC)Cl)CC(C)C)=O (4-(4-tert-butoxycarbonyl-1-piperazinyl)methyl-6-(3-chloro-4-methoxyphenyl)-2-isobutyl-2H-pyridazin-3-one). Isolated yield 89.0%. RXN SMILES: [C:1]([O:5][C:6]([N:8]1[CH2:13][CH2:12][N:11]([C:14]2C(=O)N(CC(C)C)N=C(C3C=CC(C)=C(F)C=3)C=2C)[CH2:10][CH2:9]1)=[O:7])([CH3:4])([CH3:3])[CH3:2].[Cl:34][C:35]1[CH:36]=[C:37]([C:43]2[C:44](C)=[C:45](OS(C)(=O)=O)[C:46](=[O:53])[N:47]([CH2:49][CH:50]([CH3:52])[CH3:51])[N:48]=2)[CH:38]=[CH:39][C:40]=1[O:41][CH3:42].N1(C(OC(C)(C)C)=O)CCNCC1>>[C:1]([O:5][C:6]([N:8]1[CH2:13][CH2:12][N:11]([CH2:14][C:45]2[C:46](=[O:53])[N:47]([CH2:49][CH:50]([CH3:51])[CH3:52])[N:48]=[C:43]([C:37]3[CH:38]=[CH:39][C:40]([O:41][CH3:42])=[C:35]([Cl:34])[CH:36]=3)[CH:44]=2)[CH2:10][CH2:9]1)=[O:7])([CH3:4])([CH3:3])[CH3:2]. Procedure: Following the procedure of Example 1 (10), 6-(3-chloro-4-methoxyphenyl)-2-isobutyl-4-methanesulfonyloxy-methyl-2H-pyridazin-3-one and tert-butyl 1-piperazine-carboxylate were reacted to yield the title compound as a yellow oil (yield: 89.0%). Starting materials: C(CC)=C1CCC(CC1)CCO (2-(4-propylidenecyclohexyl)ethanol), C1(=CC=CC=C1)P(C1=CC=CC=C1)C1=CC=CC=C1 (triphenylphosphine), BrC(Br)(Br)Br (tetrabromomethane). The solvent is C(C)#N (acetonitrile), C(C)#N (acetonitrile). The product is BrCCC1CCC(CC1)=CCC (1-(2-bromo-ethyl)-4-propylidenecyclohexane). As a reaction SMILES: [CH:1](=[C:4]1[CH2:9][CH2:8][CH:7]([CH2:10][CH2:11]O)[CH2:6][CH2:5]1)[CH2:2][CH3:3].C1(P(C2C=CC=CC=2)C2C=CC=CC=2)C=CC=CC=1.[Br:32]C(Br)(Br)Br>C(#N)C>[Br:32][CH2:11][CH2:10][CH:7]1[CH2:8][CH2:9][C:4](=[CH:1][CH2:2][CH3:3])[CH2:5][CH2:6]1. Reported procedure: 40.4 g of 2-(4-propylidenecyclohexyl)ethanol, 69.5 g of triphenylphosphine and 500 ml of acetonitrile were cooled to -5° C. A solution of 99.5 g of tetrabromomethane in 100 ml of acetonitrile was then added with stirring, and the mixture was stirred at RT overnight. The solvent was then removed, and the residue was subjected to conventional work-up, giving 1-(2-bromo-ethyl)-4-propylidenecyclohexane.